The task is: describe an organic reaction: reactants, conditions, products, and yield. This data is from the Open Reaction Database (ORD), a public repository of structured organic reaction records. The reactants are CSc1nnc(-c2cn(C)c3ccccc23)c(=O)[nH]1, CCOC(C)=O, NCCCN1CCCC1. Product: Cn1cc(-c2nnc(NCCCN3CCCC3)[nH]c2=O)c2ccccc21. As a reaction SMILES: [CH3:1][n:2]1[cH:3][c:4](-[c:11]2[c:12](=[O:19])[nH:13][c:14]([S:17][CH3:18])[n:15][n:16]2)[c:5]2[cH:6][cH:7][cH:8][cH:9][c:10]12.[CH3:29][CH2:30][O:31][C:32](=[O:33])[CH3:34].[N:20]1([CH2:25][CH2:26][CH2:27][NH2:28])[CH2:21][CH2:22][CH2:23][CH2:24]1>>[CH3:1][n:2]1[cH:3][c:4](-[c:11]2[c:12](=[O:19])[nH:13][c:14]([NH:28][CH2:27][CH2:26][CH2:25][N:20]3[CH2:21][CH2:22][CH2:23][CH2:24]3)[n:15][n:16]2)[c:5]2[cH:6][cH:7][cH:8][cH:9][c:10]12.